From a dataset of the Open Reaction Database (ORD), a public repository of structured organic reaction records. describe an organic reaction: reactants, conditions, products, and yield Starting materials: ClC1=CC(=C(C=C1Cl)NCCC(=O)O)[N+](=O)[O-] (3-(4,5-dichloro-2-nitrophenylamino)propionic acid), O=P12OP3(=O)OP(=O)(O1)OP(=O)(O2)O3 (phosphorus pentoxide). The solvent is C1(=CC=CC=C1)C (toluene). Yields the product ClC1=C2C(CCNC2=C(C=C1Cl)[N+](=O)[O-])=O (5,6-dichloro-2,3-dihydro-8-nitro-4(1H)-quinolinone). Isolated yield 26.7%. RXN SMILES: [Cl:1][C:2]1[C:7]([Cl:8])=[CH:6][C:5]([NH:9][CH2:10][CH2:11][C:12]([OH:14])=O)=[C:4]([N+:15]([O-:17])=[O:16])[CH:3]=1.O=P12OP3(OP(OP(O3)(O1)=O)(=O)O2)=O>C1(C)C=CC=CC=1>[Cl:8][C:7]1[C:2]([Cl:1])=[CH:3][C:4]([N+:15]([O-:17])=[O:16])=[C:5]2[C:6]=1[C:12](=[O:14])[CH2:11][CH2:10][NH:9]2. Procedure details: Starting from 3-(4,5-dichloro-2-nitrophenylamino)propionic acid (40.0 g), phosphorus pentoxide (70.0 g) and toluene (300 ml), 5,6-dichloro-2,3-dihydro-8-nitro-4(1H)-quinolinone (10.0 g) was obtained in a manner similar to Step 1 of Example 1. Starting materials: O=C([O-])[O-], c1cncc(CNC2CCCCC2)c1, O=S(=O)(Cl)CCl, ClCCl, [K+], [K+]. Product: O=S(=O)(CCl)N(Cc1cccnc1)C1CCCCC1. Reaction SMILES: [C:15](=[O:16])([O-:17])[O-:18].[CH:1]1([NH:7][CH2:8][c:9]2[cH:10][n:11][cH:12][cH:13][cH:14]2)[CH2:2][CH2:3][CH2:4][CH2:5][CH2:6]1.[Cl:21][CH2:22][S:23](=[O:24])(=[O:25])[Cl:26].[Cl:27][CH2:28][Cl:29].[K+:19].[K+:20]>>[CH:1]1([N:7]([CH2:8][c:9]2[cH:10][n:11][cH:12][cH:13][cH:14]2)[S:23]([CH2:22][Cl:21])(=[O:24])=[O:25])[CH2:2][CH2:3][CH2:4][CH2:5][CH2:6]1. The reactants are COC(C(C)OC1=C(C=CC(=C1)OC1=C(C=C(C=C1)C(F)(F)F)Cl)C#N)=O (methyl-α-[2-cyano-5-(2-chloro-4-trifluoromethyl phenoxy)phenoxy]propionate), O.N (ammonia water). Run in C1=CC=CC=C1 (benzene). Run at temperature 0 celsius. Product: C(#N)C1=C(OC(C(=O)N)C)C=C(C=C1)OC1=C(C=C(C=C1)C(F)(F)F)Cl (α-[2-cyano-5-(2-chloro-4-trifluoromethyl phenoxy)phenoxy]propion amide). Isolated yield 57.1%. Reaction SMILES: C[O:2][C:3](=O)[CH:4]([O:6][C:7]1[CH:12]=[C:11]([O:13][C:14]2[CH:19]=[CH:18][C:17]([C:20]([F:23])([F:22])[F:21])=[CH:16][C:15]=2[Cl:24])[CH:10]=[CH:9][C:8]=1[C:25]#[N:26])[CH3:5].O.[NH3:29]>C1C=CC=CC=1>[C:25]([C:8]1[CH:9]=[CH:10][C:11]([O:13][C:14]2[CH:19]=[CH:18][C:17]([C:20]([F:22])([F:23])[F:21])=[CH:16][C:15]=2[Cl:24])=[CH:12][C:7]=1[O:6][CH:4]([CH3:5])[C:3]([NH2:29])=[O:2])#[N:26] |f:1.2|. Procedure: A 10 g of methyl-α-[2-cyano-5-(2-chloro-4-trifluoromethyl phenoxy)phenoxy]propionate was dissolved in 20 ml of benzene. The solution was cooled at 0° C. and 10 g of 28% ammonia water was added dropwise to react them at room temperature for 2 hours. After the reaction, the benzene phase was separated and was washed with water. The benzene was distilled off and the product was recrystallized from methanol to obtain 5.5 g of the object compound having a melting point of 134° to 137° C. Reactants: ClC1=CC=C(C=2N(C(=NC21)NC=2C=NC(=CC2C)N(C)C)CCCC(=O)OCC)C(CC)CC (ethyl 4-[4-chloro-2-{[6-(dimethylamino)-4-methylpyridin-3-yl]amino}-7-(1-ethylpropyl)-1H-benzimidazol-1-yl]butanoate), [BH4-].[Li+] (lithium borohydride), O (Water). Run in O1CCCC1 (tetrahydrofuran). Reaction conditions: time 24 hour. Product: ClC1=CC=C(C=2N(C(=NC21)NC=2C=NC(=CC2C)N(C)C)CCCCO)C(CC)CC (4-[4-Chloro-2-{[6-(dimethylamino)-4-methylpyridin-3-yl]amino}-7-(1-ethylpropyl)-1H-benzimidazol-1-yl]butan-1-ol). The yield is 52.2%. RXN SMILES: [Cl:1][C:2]1[C:10]2[N:9]=[C:8]([NH:11][C:12]3[CH:13]=[N:14][C:15]([N:19]([CH3:21])[CH3:20])=[CH:16][C:17]=3[CH3:18])[N:7]([CH2:22][CH2:23][CH2:24][C:25](OCC)=[O:26])[C:6]=2[C:5]([CH:30]([CH2:33][CH3:34])[CH2:31][CH3:32])=[CH:4][CH:3]=1.[BH4-].[Li+].O>O1CCCC1>[Cl:1][C:2]1[C:10]2[N:9]=[C:8]([NH:11][C:12]3[CH:13]=[N:14][C:15]([N:19]([CH3:21])[CH3:20])=[CH:16][C:17]=3[CH3:18])[N:7]([CH2:22][CH2:23][CH2:24][CH2:25][OH:26])[C:6]=2[C:5]([CH:30]([CH2:33][CH3:34])[CH2:31][CH3:32])=[CH:4][CH:3]=1 |f:1.2|. Procedure: To a Solution of ethyl 4-[4-chloro-2-{[6-(dimethylamino)-4-methylpyridin-3-yl]amino}-7-(1-ethylpropyl)-1H-benzimidazol-1-yl]butanoate (200 mg, 0.41 mmol) in tetrahydrofuran (4 mL) was added lithium borohydride (27 mg, 1.23 mmol) portionwise at 0° C. The mixture was warmed to room temperature and stirred for 24 hr. Water was added and the mixture was extracted with ethyl acetate. Organic layer was washed with brine, dried over anhydrous sodium sulfate and concentrated in vacuo to give a solid, wh... Reactants: COC(=O)CCCCN(C)c1ccc(Br)cc1C=O, C[O-], COC(=O)OC, CO, Cl, [Na+]. The product is COC(=O)C1=Cc2cc(Br)ccc2N(C)CCC1. As a reaction SMILES: [CH3:1][O:2][C:3]([CH2:4][CH2:5][CH2:6][CH2:7][N:8]([c:9]1[c:10]([CH:16]=[O:17])[cH:11][c:12]([Br:15])[cH:13][cH:14]1)[CH3:18])=[O:19].[CH3:20][O-:21].[CH3:24][O:25][C:26]([O:27][CH3:28])=[O:29].[CH3:30][OH:31].[ClH:23].[Na+:22]>>[CH3:1][O:2][C:3]([C:4]1=[CH:16][c:10]2[c:9]([cH:14][cH:13][c:12]([Br:15])[cH:11]2)[N:8]([CH3:18])[CH2:7][CH2:6][CH2:5]1)=[O:19].